From a dataset of the Open Reaction Database (ORD), a public repository of structured organic reaction records. describe an organic reaction: reactants, conditions, products, and yield Reactants: NC1C(SC1(C)C)(C)C (3-amino-2,2,4,4-tetramethylthietane), [O-]I(=O)(=O)=O.[Na+] (sodium m-periodate), [OH-].[Na+] (sodium hydroxide). Run in O (water). The product is NC1C(S(C1(C)C)(=O)=O)(C)C (3-Amino-2,2,4,4-tetramethylthietan-1,1-dioxide). RXN SMILES: [NH2:1][CH:2]1[C:5]([CH3:7])([CH3:6])[S:4][C:3]1([CH3:9])[CH3:8].[O-:10]I(=O)(=O)=O.[Na+].[OH-:16].[Na+]>O>[NH2:1][CH:2]1[C:5]([CH3:7])([CH3:6])[S:4](=[O:10])(=[O:16])[C:3]1([CH3:9])[CH3:8] |f:1.2,3.4|. Procedure details: A solution of 14.53 g. (0.1 mole) 3-amino-2,2,4,4-tetramethylthietane and 64.17 g. (0.3 mole) sodium m-periodate in 500 ml. water was stirred overnight at room temperature. The reaction mixture was adjusted to pH 13 with sodium hydroxide solution and the precipitated sodium iodate removed by filtration. The filtrate was washed with 100 ml. ethyl ether, the aqueous phase extracted continuously with methylene chloride over 18 hours, the extract dried (MgSO4) and solvent evaporated in vacuo. The re... Starting materials: CCOC(C)=O, NC(=O)c1ccc(F)c2c1C=CCO2, I, O=N[O-], [Na+], O. Yields the product NC(=O)c1ccc(F)c2c1C=C([N+](=O)[O-])CO2. RXN SMILES: [CH3:20][CH2:21][O:22][C:23](=[O:24])[CH3:25].[F:1][c:2]1[cH:3][cH:4][c:5]([C:12](=[O:13])[NH2:14])[c:6]2[c:11]1[O:10][CH2:9][CH:8]=[CH:7]2.[I:19].[N:15](=[O:16])[O-:17].[Na+:18].[OH2:26]>>[F:1][c:2]1[cH:3][cH:4][c:5]([C:12](=[O:13])[NH2:14])[c:6]2[c:11]1[O:10][CH2:9][C:8]([N+:15](=[O:16])[O-:17])=[CH:7]2. Reactants: Cc1ccc([N+](=O)[O-])c(F)c1, O, O=S(=O)(O)O. The product is O=C(O)c1ccc([N+](=O)[O-])c(F)c1. As a reaction SMILES: [F:1][c:2]1[cH:3][c:4]([CH3:11])[cH:5][cH:6][c:7]1[N+:8](=[O:9])[O-:10].[OH2:17].[S:12]([OH:13])(=[O:14])(=[O:15])[OH:16]>>[F:1][c:2]1[cH:3][c:4]([C:11]([OH:13])=[O:17])[cH:5][cH:6][c:7]1[N+:8](=[O:9])[O-:10]. Reactants: CC(C)CCC1C(=O)NS(=O)(=O)N1C, [Cs], CN(C)C=O, ClCSc1ccccc1. Product: CC(C)CCC1C(=O)N(CSc2ccccc2)S(=O)(=O)N1C. Reaction SMILES: [CH3:2][CH:3]([CH2:4][CH2:5][CH:6]1[C:7](=[O:14])[NH:8][S:9](=[O:12])(=[O:13])[N:10]1[CH3:11])[CH3:15].[Cs:1].[O:25]=[CH:26][N:27]([CH3:28])[CH3:29].[c:16]1([S:22][CH2:23][Cl:24])[cH:17][cH:18][cH:19][cH:20][cH:21]1>>[CH3:2][CH:3]([CH2:4][CH2:5][CH:6]1[C:7](=[O:14])[N:8]([CH2:23][S:22][c:16]2[cH:17][cH:18][cH:19][cH:20][cH:21]2)[S:9](=[O:12])(=[O:13])[N:10]1[CH3:11])[CH3:15]. Yield: 70.8%. Run in C(C)N(CC)CC (triethylamine), C(C)N(CC)CC (triethylamine). Reactants: N1=CC(=CC=C1)CC(=O)O (pyridin-3-yl-acetic acid), Cl.CNOC (N,O-dimethylhydroxylamine hydrochloride), ON1N=NC2=C1C=CC=C2 (1-hydroxybenzotriazole), Cl.CN(CCCN=C=NCC)C (1-(3-dimethylaminopropyl)-3-ethylcarbodiimide hydrochloride). Reaction conditions: time 20 hour. Yields the product CON(C(CC=1C=NC=CC1)=O)C (N-Methoxy-N-methyl-2-pyridin-3-yl-acetamide). Procedure: To a suspension of pyridin-3-yl-acetic acid (856 mg in 20 mL dry methylene chloride) was added in sequence 0.35 mL triethylamine, 1-hydroxybenzotriazole (862 mg) and 1-(3-dimethylaminopropyl)-3-ethylcarbodiimide hydrochloride (1.08 g) and the reagents allowed to mix for 1 hour. At this time, N,O-dimethylhydroxylamine hydrochloride (1.22 g) was added followed by 2.0 mL triethylamine and the reaction stirred at room temperature. After 20 hours, the mixture applied to a silica gel column and purifi... Reaction SMILES: [N:1]1[CH:6]=[CH:5][CH:4]=[C:3]([CH2:7][C:8]([OH:10])=O)[CH:2]=1.ON1C2C=CC=CC=2N=N1.Cl.CN(C)CCCN=C=NCC.Cl.[CH3:34][NH:35][O:36][CH3:37]>C(N(CC)CC)C>[CH3:37][O:36][N:35]([CH3:34])[C:8](=[O:10])[CH2:7][C:3]1[CH:2]=[N:1][CH:6]=[CH:5][CH:4]=1 |f:2.3,4.5|. The reactants are Clc1ccc2c(c1)CCO2, O, O=[N+]([O-])O, O=S(=O)(O)O. Yields the product O=[N+]([O-])c1cc(Cl)cc2c1OCC2. As a reaction SMILES: [Cl:6][c:7]1[cH:8][cH:9][c:10]2[c:11]([cH:15]1)[CH2:12][CH2:13][O:14]2.[OH2:20].[OH:16][N+:17]([O-:18])=[O:19].[S:1](=[O:2])(=[O:3])([OH:4])[OH:5]>>[Cl:6][c:7]1[cH:8][c:9]([N+:17](=[O:16])[O-:18])[c:10]2[c:11]([cH:15]1)[CH2:12][CH2:13][O:14]2.